From a dataset of the Open Reaction Database (ORD), a public repository of structured organic reaction records. describe an organic reaction: reactants, conditions, products, and yield Reactants: BrC(CC(=O)OCC)C=O (ethyl 3-bromo-3-formylpropionate), SCCO (2-mercaptoethanol), [O-]CC.[Na+] (sodium ethoxide). The solvent is C(C)O (ethanol), C(C)O (ethanol). Conditions: temperature 25 celsius, time 15 hour. The product is O1C=C(SCC1)CC(=O)OCC (ethyl (5,6-dihydro-1,4-oxathiin-3-yl )acetate). The yield is 18.3%. As a reaction SMILES: [SH:1][CH2:2][CH2:3]O.[O-]CC.[Na+].Br[CH:10]([CH:17]=[O:18])[CH2:11][C:12]([O:14][CH2:15][CH3:16])=[O:13]>C(O)C>[O:18]1[CH2:3][CH2:2][S:1][C:10]([CH2:11][C:12]([O:14][CH2:15][CH3:16])=[O:13])=[CH:17]1 |f:1.2|. Reported procedure: A solution of 2-mercaptoethanol (38.2 g.) in anhydrous ethanol (146 cc.) is added, at about 10° C. and over the course of one hour, to a solution of sodium ethoxide in ethanol [prepared by reacting sodium (11.2 g.) with anhydrous ethanol (350 cc.)]. After heating the reaction mixture to a temperature of 45°-f 50° C., ethyl 3-bromo-3-formylpropionate (102.8 g.) is added over the course of 20 minutes. The reaction mixture is stirred for 15 hours at a temperature of about 25° C. After filtration, t... The reactants are [Si](C)(C)(C(C)(C)C)OC[C@H]1CCC(N1)=O ((5R)-5-({[tert-butyl(dimethyl)silyl]oxy}methyl)pyrrolidine-2-one), O.C1(=CC=C(C=C1)S(=O)(=O)O)C (p-toluene sulfonic acid monohydrate), C=O (paraformic aldehyde), SCCCCC(=O)OCC (ethyl 5-mercaptopentanoate). Solvent: C1=CC=CC=C1 (benzene), C(C)(C)(C)OC (tert-butylmethylether). The product is OC[C@@H]1N(C(CC1)=O)CSCCCCC(=O)OCC (ethyl 5-({[(2R)-2-(hydroxymethyl)-5-oxopyrrolidine-1-yl]methyl}thio)pentanoate). Yield: 0.4%. RXN SMILES: [Si]([O:8][CH2:9][C@@H:10]1[NH:14][C:13](=[O:15])[CH2:12][CH2:11]1)(C(C)(C)C)(C)C.O.[C:17]1(C)C=CC(S(O)(=O)=O)=CC=1.C=O.[SH:30][CH2:31][CH2:32][CH2:33][CH2:34][C:35]([O:37][CH2:38][CH3:39])=[O:36]>C1C=CC=CC=1.C(OC)(C)(C)C>[OH:8][CH2:9][C@H:10]1[CH2:11][CH2:12][C:13](=[O:15])[N:14]1[CH2:17][S:30][CH2:31][CH2:32][CH2:33][CH2:34][C:35]([O:37][CH2:38][CH3:39])=[O:36] |f:1.2|. Reported procedure: Under atmosphere of argon, a solution of (5R)-5-({[tert-butyl(dimethyl)silyl]oxy}methyl)pyrrolidine-2-one (2 g) in benzene (20 mL) was added by p-toluene sulfonic acid monohydrate (166 mg) and paraformic aldehyde (290 mg) and stirred for an hour at the room temperature. The mixture was added by ethyl 5-mercaptopentanoate (1.41 g) and stirred heating using Dean-Stark apparatus for three hours at the temperature of 125° C. The mixture was diluted with tert-butylmethylether solution, washed with wa...